Task: describe an organic reaction: reactants, conditions, products, and yield. Dataset: the Open Reaction Database (ORD), a public repository of structured organic reaction records Starting materials: COC(=O)C(CNC(=O)c1ccc(C(=O)NCCNc2ccccn2)s1)NS(=O)(=O)c1c(C)cc(C)cc1C, CC#N, [Li+], [OH-]. Product: Cc1cc(C)c(S(=O)(=O)NC(CNC(=O)c2ccc(C(=O)NCCNc3ccccn3)s2)C(=O)O)c(C)c1. Reaction SMILES: [CH3:1][O:2][C:3]([CH:4]([CH2:5][NH:6][C:7](=[O:8])[c:9]1[s:10][c:11]([C:14]([NH:15][CH2:16][CH2:17][NH:18][c:19]2[n:20][cH:21][cH:22][cH:23][cH:24]2)=[O:25])[cH:12][cH:13]1)[NH:26][S:27](=[O:28])(=[O:29])[c:30]1[c:31]([CH3:38])[cH:32][c:33]([CH3:37])[cH:34][c:35]1[CH3:36])=[O:39].[CH3:42][C:43]#[N:44].[Li+:40].[OH-:41]>>[O:2]=[C:3]([CH:4]([CH2:5][NH:6][C:7](=[O:8])[c:9]1[s:10][c:11]([C:14]([NH:15][CH2:16][CH2:17][NH:18][c:19]2[n:20][cH:21][cH:22][cH:23][cH:24]2)=[O:25])[cH:12][cH:13]1)[NH:26][S:27](=[O:28])(=[O:29])[c:30]1[c:31]([CH3:38])[cH:32][c:33]([CH3:37])[cH:34][c:35]1[CH3:36])[OH:39]. Starting materials: NCCC1=CC=C(S1)C(=O)N (5-(2-aminoethyl)-2-thiophenecarboxamide), C1(=CC=CC=C1)OCC1CO1 (2,3-epoxypropyl phenyl ether), O (water). Run in CS(=O)C (dimethylsulfoxide). The product is OC(CN(CCC1=CC=C(S1)C(=O)N)CC(COC1=CC=CC=C1)O)COC1=CC=CC=C1 (5-[2-[bis-[(RS)-2-hydroxy-3-phenoxypropyl]amino]ethyl]-2-thiophenecarboxamide). As a reaction SMILES: [NH2:1][CH2:2][CH2:3][C:4]1[S:8][C:7]([C:9]([NH2:11])=[O:10])=[CH:6][CH:5]=1.[C:12]1([O:18][CH2:19][CH:20]2[O:22][CH2:21]2)[CH:17]=[CH:16][CH:15]=[CH:14][CH:13]=1.[OH2:23]>CS(C)=O>[OH:22][CH:20]([CH2:19][O:18][C:12]1[CH:13]=[CH:14][CH:15]=[CH:16][CH:17]=1)[CH2:21][N:1]([CH2:19][CH:20]([OH:22])[CH2:21][O:23][C:12]1[CH:17]=[CH:16][CH:15]=[CH:14][CH:13]=1)[CH2:2][CH2:3][C:4]1[S:8][C:7]([C:9]([NH2:11])=[O:10])=[CH:6][CH:5]=1. Procedure details: 3.4 g of 5-(2-aminoethyl)-2-thiophenecarboxamide and 2.7 ml of 2,3-epoxypropyl phenyl ether were heated to 90° in 30 ml of dimethylsulfoxide for 18 hours. The reaction mixture was poured into water and extracted with methylene chloride. The dried methylene chloride solutions were evaporated and the residue was chromatographed on silica gel with ether-methanol. There were obtained 1.5 g of 5-[2-[bis-[(RS)-2-hydroxy-3-phenoxypropyl]amino]ethyl]-2-thiophenecarboxamide, ε277 =12580.